Dataset: the Open Reaction Database (ORD), a public repository of structured organic reaction records. Task: describe an organic reaction: reactants, conditions, products, and yield Starting materials: FC(C=1C=C(C=C(C1)C(F)(F)F)[C@@H]1[C@@H](N(C(O1)=O)CC1=CC(=NC=C1I)C(F)(F)F)C)(F)F ((4S,5R)-5-[3,5-bis(trifluoromethyl)phenyl]-3-{[5-iodo-2-(trifluoromethyl)pyridin-4-yl]methyl}-4-methyl-1,3-oxazolidin-2-one), FC1=CC(=C(C=C1C(C)C)B(O)O)OC ((4-fluoro-5-isopropyl-2-methoxyphenyl)boronic acid), 1,1′-bis(di-t-butylphosphinoferrocene)palladium dichloride, O (water). The solvent is C([O-])([O-])=O.[K+].[K+] (potassium carbonate), C1CCOC1 (THF). Run at temperature 85 celsius. Product: FC(C=1C=C(C=C(C1)C(F)(F)F)[C@@H]1[C@@H](N(C(O1)=O)CC1=CC(=NC=C1C1=C(C=C(C(=C1)C(C)C)F)OC)C(F)(F)F)C)(F)F ((4S,5R)-5-[3,5-bis(trifluoromethyl)phenyl]-3-{[5-(4-fluoro-5-isopropyl-2-methoxyphenyl)-2-(trifluoromethyl)pyridin-4-yl]methyl}-4-methyl-1,3-oxazolidin-2-one). As a reaction SMILES: [F:1][C:2]([F:33])([F:32])[C:3]1[CH:4]=[C:5]([C@H:13]2[O:17][C:16](=[O:18])[N:15]([CH2:19][C:20]3[C:25](I)=[CH:24][N:23]=[C:22]([C:27]([F:30])([F:29])[F:28])[CH:21]=3)[C@H:14]2[CH3:31])[CH:6]=[C:7]([C:9]([F:12])([F:11])[F:10])[CH:8]=1.[F:34][C:35]1[C:40]([CH:41]([CH3:43])[CH3:42])=[CH:39][C:38](B(O)O)=[C:37]([O:47][CH3:48])[CH:36]=1.O>C(=O)([O-])[O-].[K+].[K+].C1COCC1>[F:1][C:2]([F:33])([F:32])[C:3]1[CH:4]=[C:5]([C@H:13]2[O:17][C:16](=[O:18])[N:15]([CH2:19][C:20]3[C:25]([C:38]4[CH:39]=[C:40]([CH:41]([CH3:43])[CH3:42])[C:35]([F:34])=[CH:36][C:37]=4[O:47][CH3:48])=[CH:24][N:23]=[C:22]([C:27]([F:30])([F:29])[F:28])[CH:21]=3)[C@H:14]2[CH3:31])[CH:6]=[C:7]([C:9]([F:12])([F:11])[F:10])[CH:8]=1 |f:3.4.5|. Reported procedure: A mixture of (4S,5R)-5-[3,5-bis(trifluoromethyl)phenyl]-3-{[5-iodo-2-(trifluoromethyl)pyridin-4-yl]methyl}-4-methyl-1,3-oxazolidin-2-one (9.7 mg, 0.0162 mmol), (4-fluoro-5-isopropyl-2-methoxyphenyl)boronic acid (5.2 mg, 0.0243 mmol), and 1,1′-bis(di-t-butylphosphinoferrocene)palladium dichloride (1.0 mg, 0.00162 mmol) in 1N aqueous potassium carbonate (0.7 mL) and THF (0.7 mL) was heated at 85° C. in a sealed tube for 2 h. The reaction mixture was cooled to room temperature and water (10 mL) was...